From a dataset of the Open Reaction Database (ORD), a public repository of structured organic reaction records. describe an organic reaction: reactants, conditions, products, and yield Reactants: ClC1=C2C(C=C(OC2=C(C=C1)C=O)C)=O (5-chloro-2-methyl-4-oxo-4H-chromene-8-carbaldehyde), CC(CC(C)=O)=O (2,4-pentanedione), N\C(=C/C(=O)OCCC)\C (n-propyl 3-aminocrotonate), C(C)(=O)O (acetic acid). Solvent: CC(C)O (2-propanol). Yields the product C(C)(=O)C=1C(C(=C(NC1C)C)C(=O)OCCC)C=1C=CC(=C2C(C=C(OC12)C)=O)Cl (n-Propyl 5-acetyl-4-(5-chloro-2-methyl-4-oxo-4H-chromen-8-yl)-2,6-dimethyl-1,4-dihydro-pyridine-3-carboxylate). Reaction SMILES: [Cl:1][C:2]1[CH:11]=[CH:10][C:9]([CH:12]=O)=[C:8]2[C:3]=1[C:4](=[O:15])[CH:5]=[C:6]([CH3:14])[O:7]2.[CH3:16][C:17](=O)[CH2:18][C:19](=[O:21])[CH3:20].[NH2:23]/[C:24](/[CH3:32])=[CH:25]\[C:26]([O:28][CH2:29][CH2:30][CH3:31])=[O:27].C(O)(=O)C>CC(O)C>[C:19]([C:18]1[CH:12]([C:9]2[CH:10]=[CH:11][C:2]([Cl:1])=[C:3]3[C:8]=2[O:7][C:6]([CH3:14])=[CH:5][C:4]3=[O:15])[C:25]([C:26]([O:28][CH2:29][CH2:30][CH3:31])=[O:27])=[C:24]([CH3:32])[NH:23][C:17]=1[CH3:16])(=[O:21])[CH3:20]. Procedure: 40 mg (0.18 mmol) of 5-chloro-2-methyl-4-oxo-4H-chromene-8-carbaldehyde are dissolved with 31 mg (0.18 mmol) of 2,4-pentanedione, 25 mg (0.18 mmol) of n-propyl 3-aminocrotonate and 11 mg (0.18 mmol) of acetic acid in 2 ml of 2-propanol and heated under reflux under argon for 10 h. The solvent is removed in vacuo, and the residue is purified by preparative HPLC. 33 mg (42% of theory) of the title compound are obtained as a yellow solid. Starting materials: CS(=O)(=O)c1ccc(-c2cccn3nc(Cl)nc23)cc1, O, NCCc1ccccn1. Yields the product CS(=O)(=O)c1ccc(-c2cccn3nc(NCCc4ccccn4)nc23)cc1. Reaction SMILES: [Cl:1][c:2]1[n:3][n:4]2[c:5]([c:6](-[c:10]3[cH:11][cH:12][c:13]([S:16](=[O:17])(=[O:18])[CH3:19])[cH:14][cH:15]3)[cH:7][cH:8][cH:9]2)[n:20]1.[OH2:30].[n:21]1[c:22]([CH2:27][CH2:28][NH2:29])[cH:23][cH:24][cH:25][cH:26]1>>[c:2]1([NH:29][CH2:28][CH2:27][c:22]2[n:21][cH:26][cH:25][cH:24][cH:23]2)[n:3][n:4]2[c:5]([c:6](-[c:10]3[cH:11][cH:12][c:13]([S:16](=[O:17])(=[O:18])[CH3:19])[cH:14][cH:15]3)[cH:7][cH:8][cH:9]2)[n:20]1. The reactants are CCN(C(C)C)C(C)C (DIPEA), acid chloride, Cl.COC([C@@H](N)CC1=CC=C(C=C1)C=1C(N(C(N(C1C(F)(F)F)C)=O)C)=O)=O (4-(1,3-dimethyl-2,4-dioxo-6-(trifluoromethyl)-5-pyrimidinyl)-L-phenylalanine methyl ester hydrochloride salt), C(C(=O)Cl)(=O)Cl (oxalyl chloride), ClC1=C(C(=O)O)C(=CC=C1)C (2-chloro-6-methylbenzoic acid). Reagents/catalysts: CN(C)C=O (DMF). The solvent is ClCCl (dichloromethane), ClCCl (dichloromethane). Run at time 2 hour. The product is COC([C@@H](NC(=O)C1=C(C=CC=C1C)Cl)CC1=CC=C(C=C1)C=1C(N(C(N(C1C(F)(F)F)C)=O)C)=O)=O (N-[(2-chloro-6-methylphenyl)carbonyl]-4-[1,3-dimethy-2,4-dioxo-6-(trifluoromethyl)-5-pyrimidinyl]-L-phenylalanine methyl ester). Isolated yield 33.2%. RXN SMILES: [Cl:1][C:2]1[CH:10]=[CH:9][CH:8]=[C:7]([CH3:11])[C:3]=1[C:4]([OH:6])=O.C(Cl)(=O)C(Cl)=O.Cl.[CH3:19][O:20][C:21](=[O:45])[C@H:22]([CH2:24][C:25]1[CH:30]=[CH:29][C:28]([C:31]2[C:32](=[O:44])[N:33]([CH3:43])[C:34](=[O:42])[N:35]([CH3:41])[C:36]=2[C:37]([F:40])([F:39])[F:38])=[CH:27][CH:26]=1)[NH2:23].CCN(C(C)C)C(C)C>ClCCl.CN(C=O)C>[CH3:19][O:20][C:21](=[O:45])[C@H:22]([CH2:24][C:25]1[CH:26]=[CH:27][C:28]([C:31]2[C:32](=[O:44])[N:33]([CH3:43])[C:34](=[O:42])[N:35]([CH3:41])[C:36]=2[C:37]([F:40])([F:38])[F:39])=[CH:29][CH:30]=1)[NH:23][C:4]([C:3]1[C:7]([CH3:11])=[CH:8][CH:9]=[CH:10][C:2]=1[Cl:1])=[O:6] |f:2.3|. Procedure details: A solution of 2-chloro-6-methylbenzoic acid (190 mg, 1.14 mmol) in dichloromethane (7 mL) containing DMF (4 drops) was treated with oxalyl chloride (0.42 mL, 4.8 mmol) and the mixture was stirred for 2 h. The mixture was concentrated, azeotroping with toluene to remove traces of oxalyl chloride and the residue was used directly in the next step. A mixture of the above prepared acid chloride, 4-(1,3-dimethyl-2,4-dioxo-6-(trifluoromethyl)-5-pyrimidinyl)-L-phenylalanine methyl ester hydrochloride s... The reactants are CC(=O)O, CCO, CCOC(=O)CCCN1CCc2ccc(-c3noc(-c4cnc(OC(C)C)c(Cl)c4)n3)cc2CC1, [Na+], [OH-]. The product is CC(C)Oc1ncc(-c2nc(-c3ccc4c(c3)CCN(CCCC(=O)O)CC4)no2)cc1Cl. RXN SMILES: [CH3:38][C:39](=[O:40])[OH:41].[CH3:42][CH2:43][OH:44].[Cl:1][c:2]1[cH:3][c:4](-[c:12]2[n:13][c:14](-[c:17]3[cH:18][c:19]4[c:20]([cH:34][cH:35]3)[CH2:21][CH2:22][N:23]([CH2:26][CH2:27][CH2:28][C:29](=[O:30])[O:31][CH2:32][CH3:33])[CH2:24][CH2:25]4)[n:15][o:16]2)[cH:5][n:6][c:7]1[O:8][CH:9]([CH3:10])[CH3:11].[Na+:37].[OH-:36]>>[Cl:1][c:2]1[cH:3][c:4](-[c:12]2[n:13][c:14](-[c:17]3[cH:18][c:19]4[c:20]([cH:34][cH:35]3)[CH2:21][CH2:22][N:23]([CH2:26][CH2:27][CH2:28][C:29](=[O:30])[OH:31])[CH2:24][CH2:25]4)[n:15][o:16]2)[cH:5][n:6][c:7]1[O:8][CH:9]([CH3:10])[CH3:11]. Reactants: ClC=1C=[N+](C=C(C1C[C@H](O)C1=CC(=C(C=C1)OC)OC)Cl)[O-] ((1S)-2-(3,5-dichloro-1-oxido-pyridin-1-ium-4-yl)-1-(3,4-dimethoxyphenyl)ethanol), CCN=C=NCCCN(C)C.Cl (EDC hydrochloride), C(C)(C)(C)OC(=O)N[C@H](C=1C=C(OCC=2OC=C(N2)C(=O)O)C=CC1)C1=CC=CC=C1 (2-[[3-[(S)-(tert-butoxycarbonylamino)-phenyl-methyl]phenoxy]methyl]oxazole-4-carboxylic acid). Reagents/catalysts: CN(C)C=1C=CN=CC1 (DMAP). The solvent is CN(C)C=O (DMF). Conditions: time 23 hour. Yields the product ClC=1C=[N+](C=C(C1C[C@@H](C1=CC(=C(C=C1)OC)OC)OC(=O)C=1N=C(OC1)COC1=CC(=CC=C1)[C@H](C1=CC=CC=C1)NC(=O)OC(C)(C)C)Cl)[O-] ([(1S)-2-(3,5-dichloro-1-oxido-pyridin-1-ium-4-yl)-1-(3,4-dimethoxyphenyl)ethyl]2-[[3-[(S)-(tert-butoxycarbonylamino)-phenyl-methyl]phenoxy]methyl]oxazole-4-carboxylate). Isolated yield 36.4%. Reaction SMILES: [C:1]([O:5][C:6]([NH:8][C@@H:9]([C:26]1[CH:31]=[CH:30][CH:29]=[CH:28][CH:27]=1)[C:10]1[CH:11]=[C:12]([CH:23]=[CH:24][CH:25]=1)[O:13][CH2:14][C:15]1[O:16][CH:17]=[C:18]([C:20]([OH:22])=[O:21])[N:19]=1)=[O:7])([CH3:4])([CH3:3])[CH3:2].[Cl:32][C:33]1[CH:34]=[N+:35]([O-:53])[CH:36]=[C:37]([Cl:52])[C:38]=1[CH2:39][C@@H:40]([C:42]1[CH:47]=[CH:46][C:45]([O:48][CH3:49])=[C:44]([O:50][CH3:51])[CH:43]=1)O.CCN=C=NCCCN(C)C.Cl>CN(C=O)C.CN(C1C=CN=CC=1)C>[Cl:52][C:37]1[CH:36]=[N+:35]([O-:53])[CH:34]=[C:33]([Cl:32])[C:38]=1[CH2:39][C@H:40]([O:21][C:20]([C:18]1[N:19]=[C:15]([CH2:14][O:13][C:12]2[CH:23]=[CH:24][CH:25]=[C:10]([C@@H:9]([NH:8][C:6]([O:5][C:1]([CH3:4])([CH3:2])[CH3:3])=[O:7])[C:26]3[CH:31]=[CH:30][CH:29]=[CH:28][CH:27]=3)[CH:11]=2)[O:16][CH:17]=1)=[O:22])[C:42]1[CH:47]=[CH:46][C:45]([O:48][CH3:49])=[C:44]([O:50][CH3:51])[CH:43]=1 |f:2.3|. Procedure: To a stirred suspension of 2-[[3-[(S)-(tert-butoxycarbonylamino)-phenyl-methyl]phenoxy]methyl]oxazole-4-carboxylic acid (350 mg, 0.825 mmol) in DMF (12.3 mL) was added (1S)-2-(3,5-dichloro-1-oxido-pyridin-1-ium-4-yl)-1-(3,4-dimethoxyphenyl)ethanol (284 mg, 0.825 mmol), DMAP (50.4 mg, 0.412 mmol) and EDC hydrochloride (316.2 mg, 1.65 mmol). The reaction was stirred at room temperature for 23 h. The majority of the DMF was removed in vacuo and the residue was partitioned between ethyl acetate (30 ... Reactants: O=C1NC2=C(N1)C=CC(=C2)CO (2,3-Dihydro-2-oxo-5-hydroxymethyl-1H-benzimidazole). The reagents and catalysts are [O-2].[Mn+4].[O-2] (manganese(IV) oxide). The solvent is CN(C)C=O (DMF). Yields the product O=C1NC2=C(N1)C=CC(=C2)C=O (2,3-Dihydro-2-oxo-1H-benzimidazole-5-carboxaldehyde). RXN SMILES: [O:1]=[C:2]1[NH:6][C:5]2[CH:7]=[CH:8][C:9]([CH2:11][OH:12])=[CH:10][C:4]=2[NH:3]1>CN(C=O)C.[O-2].[Mn+4].[O-2]>[O:1]=[C:2]1[NH:6][C:5]2[CH:7]=[CH:8][C:9]([CH:11]=[O:12])=[CH:10][C:4]=2[NH:3]1 |f:2.3.4|. Procedure details: 25.7 g (0.157 mol) of 20b in DMF are stirred with 81.7 g (0.939 mol) of manganese(IV) oxide for 2 days in analogy to Example 8b. Reactants: CC(Br)(CO)c1ccccc1, CCO, [Na], Oc1ccc(C2CCSc3ccccc32)cc1, Cc1ccccc1C. The product is CC(CO)(Oc1ccc(C2CCSc3ccccc32)cc1)c1ccccc1. As a reaction SMILES: [Br:27][C:28]([CH2:29][OH:30])([CH3:31])[c:32]1[cH:33][cH:34][cH:35][cH:36][cH:37]1.[CH3:38][CH2:39][OH:40].[Na:18].[OH:1][c:2]1[cH:3][cH:4][c:5]([CH:8]2[CH2:9][CH2:10][S:11][c:12]3[cH:13][cH:14][cH:15][cH:16][c:17]32)[cH:6][cH:7]1.[c:19]1([CH3:20])[c:21]([CH3:22])[cH:23][cH:24][cH:25][cH:26]1>>[O:1]([c:2]1[cH:3][cH:4][c:5]([CH:8]2[CH2:9][CH2:10][S:11][c:12]3[cH:13][cH:14][cH:15][cH:16][c:17]32)[cH:6][cH:7]1)[C:28]([CH2:29][OH:30])([CH3:31])[c:32]1[cH:33][cH:34][cH:35][cH:36][cH:37]1. Reactants: C1CCOC1, CCOC(=O)CNC(=O)c1ccc(-c2ccccc2)cc1, CO, [Li+], [OH-], O. Yields the product O=C(O)CNC(=O)c1ccc(-c2ccccc2)cc1. RXN SMILES: [CH2:24]1[O:25][CH2:26][CH2:27][CH2:28]1.[CH2:3]([CH3:4])[O:5][C:6]([CH2:7][NH:8][C:9](=[O:10])[c:11]1[cH:12][cH:13][c:14](-[c:17]2[cH:18][cH:19][cH:20][cH:21][cH:22]2)[cH:15][cH:16]1)=[O:23].[CH3:29][OH:30].[Li+:2].[OH-:1].[OH2:31]>>[O:5]=[C:6]([CH2:7][NH:8][C:9](=[O:10])[c:11]1[cH:12][cH:13][c:14](-[c:17]2[cH:18][cH:19][cH:20][cH:21][cH:22]2)[cH:15][cH:16]1)[OH:23]. Run in C(Cl)Cl (DCM). The product is C1(=CCCCC1)C1=C(C=CC(=C1)C(C)(C)OC)NC(=O)C=1NC=C(N1)C#N (4-Cyano-1H-imidazole-2-carboxylic acid [2-cyclohex-1-enyl-4-(1-methoxy-1-methyl-ethyl)-phenyl]-amide). Yield: 44.0%. Reported procedure: To a solution of 4-cyano-1H-imidazole-2-carboxylic acid [2-cyclohex-1-enyl-4-(1-hydroxy-1-methyl-ethyl)-phenyl]-amide (as prepared in example 12, 18.0 mg, 0.0514 mmol) in 1 mL of DCM was added conc H2SO4 (50 μL) followed by 50 μL of MeOH. The resulting mixture was stirred at RT for 0.5 h and then treated with 10 mL of saturated NaHCO3 aqueous solution. The mixture was extracted with EtOAc (2×20 mL). The combined organic layers were washed with H2O (10 mL), brine (10 mL) and dried (Na2SO4). Remov... Reactants: C1(=CCCCC1)C1=C(C=CC(=C1)C(C)(C)O)NC(=O)C=1NC=C(N1)C#N (4-Cyano-1H-imidazole-2-carboxylic acid [2-cyclohex-1-enyl-4-(1-hydroxy-1-methyl-ethyl)-phenyl]-amide), OS(=O)(=O)O (H2SO4), C(=O)(O)[O-].[Na+] (NaHCO3), CO (MeOH). As a reaction SMILES: [C:1]1([C:7]2[CH:12]=[C:11]([C:13]([OH:16])([CH3:15])[CH3:14])[CH:10]=[CH:9][C:8]=2[NH:17][C:18]([C:20]2[NH:21][CH:22]=[C:23]([C:25]#[N:26])[N:24]=2)=[O:19])[CH2:6][CH2:5][CH2:4][CH2:3][CH:2]=1.OS(O)(=O)=O.CO.[C:34]([O-])(O)=O.[Na+]>C(Cl)Cl>[C:1]1([C:7]2[CH:12]=[C:11]([C:13]([O:16][CH3:34])([CH3:15])[CH3:14])[CH:10]=[CH:9][C:8]=2[NH:17][C:18]([C:20]2[NH:21][CH:22]=[C:23]([C:25]#[N:26])[N:24]=2)=[O:19])[CH2:6][CH2:5][CH2:4][CH2:3][CH:2]=1 |f:3.4|. Conditions: time 0.5 hour.